Dataset: the Open Reaction Database (ORD), a public repository of structured organic reaction records. Task: describe an organic reaction: reactants, conditions, products, and yield Starting materials: BrC=1C=CC(=C(C(=O)O)C1)C (5-Bromo-2-methylbenzoic acid), C(C(=O)Cl)(=O)Cl (Oxalyl chloride), CN(C=O)C (N,N-dimethylformamide). Solvent: ClCCl (dichloromethane). Reaction conditions: time 6 hour. Yields the product BrC=1C=CC(=C(C(=O)Cl)C1)C (5-bromo-2-methylbenzoyl chloride). Reaction SMILES: [Br:1][C:2]1[CH:3]=[CH:4][C:5]([CH3:11])=[C:6]([CH:10]=1)[C:7](O)=[O:8].C(Cl)(=O)C([Cl:15])=O.CN(C)C=O>ClCCl>[Br:1][C:2]1[CH:3]=[CH:4][C:5]([CH3:11])=[C:6]([CH:10]=1)[C:7]([Cl:15])=[O:8]. Procedure: 5-Bromo-2-methylbenzoic acid (725 mg, 3.37 mmol, 1 eq) was suspended in dry dichloromethane (9.7 mL). Oxalyl chloride (0.32 mL, 3.74 mmol, 1.1 eq) and N,N-dimethylformamide (0.013 mL, 0.17 mmol, 0.05 eq) were then added at room temperature and the mixture was stirred for 6 hours. The solvent was then evaporated to give 5-bromo-2-methylbenzoyl chloride as yellow oil. This crude product was dissolved in dry dichloromethane (19.3 mL), AlCl3 (49.5 mg, 3.71 mmol, 1.1 eq) and 42 (600 mg, 3.37 mmol, 1 ... Reactants: FC1=C(C=C(C=C1)F)O (2,5-difluorophenol), BrBr (bromine), S(=S)(=O)([O-])[O-].[Na+].[Na+] (sodium thiosulfate). Solvent: C(Cl)(Cl)Cl (chloroform). Reaction conditions: time 3 hour. The product is BrC1=CC(=C(C=C1F)O)F (4-bromo-2,5-difluoro-phenol). As a reaction SMILES: [F:1][C:2]1[CH:7]=[CH:6][C:5]([F:8])=[CH:4][C:3]=1[OH:9].[Br:10]Br.S([O-])([O-])(=O)=S.[Na+].[Na+]>C(Cl)(Cl)Cl>[Br:10][C:6]1[C:5]([F:8])=[CH:4][C:3]([OH:9])=[C:2]([F:1])[CH:7]=1 |f:2.3.4|. Reported procedure: To 2,5-difluorophenol (594, 5.50 g, 0.0423 mol) in chloroform (110.0 mL), bromine (2.18 mL, 0.0423 mol) was added slowly. After 3 hours, the reaction was poured into a solution of sodium thiosulfate and extracted with ethyl acetate. The organic layer was dried over sodium sulfate, concentrated and purified with silica gel column chromatography eluting with 20% ethyl acetate in hexane to give a colorless oil (595, 6.20 g, 70.2%).